This data is from the Open Reaction Database (ORD), a public repository of structured organic reaction records. The task is: describe an organic reaction: reactants, conditions, products, and yield Yields the product COCCOC=1C=C(C=CC1)C=1C=NC=C(C#N)C1NC=1C(=C2C=CNC2=CC1)C (5-[3-(2-methoxyethoxy)phenyl]-4-[(4-methyl-1H-indol-5-yl)amino]nicotinonitrile). The reactants are IC=1C=NC=C(C#N)C1NC=1C(=C2C=CNC2=CC1)C (5-iodo-4[(4-methyl-1H-indol-5-yl)amino]nicotinonitrile), COCCOC=1C=C(C=CC1)B1OC(C(O1)(C)C)(C)C (2-[3-(2-methoxyethoxy)phenyl]-4,4,5,5-tetramethyl-1,3,2-dioxaborolane). Isolated yield 66.0%. As a reaction SMILES: I[C:2]1[CH:3]=[N:4][CH:5]=[C:6]([C:9]=1[NH:10][C:11]1[C:12]([CH3:20])=[C:13]2[C:17](=[CH:18][CH:19]=1)[NH:16][CH:15]=[CH:14]2)[C:7]#[N:8].[CH3:21][O:22][CH2:23][CH2:24][O:25][C:26]1[CH:27]=[C:28](B2OC(C)(C)C(C)(C)O2)[CH:29]=[CH:30][CH:31]=1>COCCOC.C([O-])(O)=O.[Na+].C1C=CC([P]([Pd]([P](C2C=CC=CC=2)(C2C=CC=CC=2)C2C=CC=CC=2)([P](C2C=CC=CC=2)(C2C=CC=CC=2)C2C=CC=CC=2)[P](C2C=CC=CC=2)(C2C=CC=CC=2)C2C=CC=CC=2)(C2C=CC=CC=2)C2C=CC=CC=2)=CC=1>[CH3:21][O:22][CH2:23][CH2:24][O:25][C:26]1[CH:31]=[C:30]([C:2]2[CH:3]=[N:4][CH:5]=[C:6]([C:9]=2[NH:10][C:11]2[C:12]([CH3:20])=[C:13]3[C:17](=[CH:18][CH:19]=2)[NH:16][CH:15]=[CH:14]3)[C:7]#[N:8])[CH:29]=[CH:28][CH:27]=1 |f:3.4,^1:55,57,76,95|. Procedure details: A mixture of 5-iodo-4[(4-methyl-1H-indol-5-yl)amino]nicotinonitrile (100 mg, 0.27 mmol), 2-[3-(2-methoxyethoxy)phenyl]-4,4,5,5-tetramethyl-1,3,2-dioxaborolane (98 mg, 0.35 mmol) and tetrakis(triphenylphosphine)palladium(0) (16 mg, 0.014 mmol) in DME (6 mL) and saturated aqueous NaHCO3 (4 mL) was heated at 95° C. for 2 h, cooled to room temperature and partitioned between dichloromethane and water. The organic phase was dried over Na2SO4, filtered, and concentrated in vacuo, and the residue was p... The reagents and catalysts are C=1C=CC(=CC1)[P](C=2C=CC=CC2)(C=3C=CC=CC3)[Pd]([P](C=4C=CC=CC4)(C=5C=CC=CC5)C=6C=CC=CC6)([P](C=7C=CC=CC7)(C=8C=CC=CC8)C=9C=CC=CC9)[P](C=1C=CC=CC1)(C=1C=CC=CC1)C=1C=CC=CC1 (tetrakis(triphenylphosphine)palladium(0)). The solvent is COCCOC (DME), C(=O)(O)[O-].[Na+] (NaHCO3). Reaction conditions: temperature 95 celsius. Reactants: ClC1=CC=C(C=C1)SCC(C)=O (1-[(4-Chlorophenyl)thio)-2-propanone), polyphosphoric acid. Run in O (water). Run at temperature 120 celsius. The product is ClC1=CC2=C(SC=C2C)C=C1 (5-chloro-3-methylbenzo(b)thiophene). Isolated yield 38.3%. Reaction SMILES: [Cl:1][C:2]1[CH:7]=[CH:6][C:5]([S:8][CH2:9][C:10](=O)[CH3:11])=[CH:4][CH:3]=1>O>[Cl:1][C:2]1[CH:7]=[CH:6][C:5]2[S:8][CH:9]=[C:10]([CH3:11])[C:4]=2[CH:3]=1. Procedure details: 1-[(4-Chlorophenyl)thio)-2-propanone (50 g, 0.25 mol) was added to polyphosphoric acid (300 g) and the mixture was stirred as the temperature was gradually raised to 120° C. as an exotherm started. The mixture was stirred at 130° C. for 1 hour, diluted with water, extracted with ethyl ether and the organic phase was dried and concentrated. The residue was stirred in methanol (200 ml), filtered and the filtrate concentrated to give 17.5 g (40%) of 5-chloro-3-methylbenzo(b)thiophene: bp 120° C. (0... Starting materials: CC1=C2N(C3=CC=CC=C13)C(C(CC2)=CC=2N=CN(C2C)S(=O)(=O)C2=CC=C(C)C=C2)=O (8,9-dihydro-10-methyl-7-[(5-methyl-1-tosyl-1H-imidazol-4-yl)methylene]pyrido[1,2-a]indol-6(7H)-one), O1CCCC1 (tetrahydrofuran), CO (methanol), [OH-].[Na+] (sodium hydroxide). Solvent: O (water), C(C)(=O)O (acetic acid). Reaction conditions: temperature 80 celsius. Product: CC1=C2N(C3=CC=CC=C13)C(C(CC2)=CC=2N=CNC2C)=O (8,9-dihydro-10-methyl-7-[(5-methyl-1H-imidazol-4-yl)methylene]pyrido[1,2-a]indol-6(7H)-one). Yield: 76.5%. RXN SMILES: [CH3:1][C:2]1[C:10]2[C:5](=[CH:6][CH:7]=[CH:8][CH:9]=2)[N:4]2[C:11](=[O:32])[C:12](=[CH:15][C:16]3[N:17]=[CH:18][N:19](S(C4C=CC(C)=CC=4)(=O)=O)[C:20]=3[CH3:21])[CH2:13][CH2:14][C:3]=12.O1CCCC1.CO.[OH-].[Na+]>O.C(O)(=O)C>[CH3:1][C:2]1[C:10]2[C:5](=[CH:6][CH:7]=[CH:8][CH:9]=2)[N:4]2[C:11](=[O:32])[C:12](=[CH:15][C:16]3[N:17]=[CH:18][NH:19][C:20]=3[CH3:21])[CH2:13][CH2:14][C:3]=12 |f:3.4|. Procedure: To a solution of 8,9-dihydro-10-methyl-7-[(5-methyl-1-tosyl-1H-imidazol-4-yl)methylene]pyrido[1,2-a]indol-6(7H)-one (1.0 g) in the mixture of tetrahydrofuran (10 ml) and methanol (10 ml) was added 2N-sodium hydroxide. The mixture was heated at 80° C. for 5 hours. After being cooled, the reaction mixture was neutralized with acetic acid, and added water (40 ml). The precipitates were filtered to give 8,9-dihydro-10-methyl-7-[(5-methyl-1H-imidazol-4-yl)methylene]pyrido[1,2-a]indol-6(7H)-one (0.5 g... The reactants are B, CCN(CC)c1ccccc1, CO, CC(C)c1cc2c(c(-c3ccc(F)cc3)c1C(O)c1ccc(OC(F)(F)F)cc1)C(=O)CC1(CCC1)O2, NC1c2ccccc2CC1O, C1CCOC1. Yields the product CC(C)c1cc2c(c(-c3ccc(F)cc3)c1C(O)c1ccc(OC(F)(F)F)cc1)C(O)CC1(CCC1)O2. RXN SMILES: [BH3:28].[CH2:17]([N:18]([CH2:19][CH3:20])[c:21]1[cH:22][cH:23][cH:24][cH:25][cH:26]1)[CH3:27].[CH3:66][OH:67].[F:29][c:30]1[cH:31][cH:32][c:33](-[c:36]2[c:37]3[c:42]([cH:43][c:44]([CH:59]([CH3:60])[CH3:61])[c:45]2[CH:46]([c:47]2[cH:48][cH:49][c:50]([O:53][C:54]([F:55])([F:56])[F:57])[cH:51][cH:52]2)[OH:58])[O:41][C:40]2([CH2:39][C:38]3=[O:65])[CH2:62][CH2:63][CH2:64]2)[cH:34][cH:35]1.[NH2:1][CH:2]1[c:3]2[c:4]([cH:5][cH:6][cH:7][cH:8]2)[CH2:9][CH:10]1[OH:11].[O:12]1[CH2:13][CH2:14][CH2:15][CH2:16]1>>[F:29][c:30]1[cH:31][cH:32][c:33](-[c:36]2[c:37]3[c:42]([cH:43][c:44]([CH:59]([CH3:60])[CH3:61])[c:45]2[CH:46]([c:47]2[cH:48][cH:49][c:50]([O:53][C:54]([F:55])([F:56])[F:57])[cH:51][cH:52]2)[OH:58])[O:41][C:40]2([CH2:39][CH:38]3[OH:65])[CH2:62][CH2:63][CH2:64]2)[cH:34][cH:35]1. The reactants are CCCCBr, [Li]CCCC, C1CSCSC1, CCCCCC, C1CCOC1. Yields the product CCCCC1SCCCS1. Reaction SMILES: [CH2:17]([Br:18])[CH2:19][CH2:20][CH3:21].[CH2:1]([CH2:2][CH2:3][CH3:4])[Li:5].[CH2:6]1[CH2:7][S:8][CH2:9][S:10][CH2:11]1.[CH3:22][CH2:23][CH2:24][CH2:25][CH2:26][CH3:27].[O:12]1[CH2:13][CH2:14][CH2:15][CH2:16]1>>[CH2:1]([CH2:2][CH2:3][CH3:4])[CH:9]1[S:8][CH2:7][CH2:6][CH2:11][S:10]1. Reactants: [H-].[Na+] (sodium hydride), COC1=C(C(=O)NC2=CC=C(C=C2)N2C(=O)CCC3=CC=CC=C23)C=CC(=C1)OC (1-[4-(2,4-dimethoxybenzoylamino)phenyl]-3,4-dihydrocarbostyril), CI (methyl iodide). The solvent is CN(C=O)C (dimethylformamide), CN(C=O)C (dimethylformamide). Conditions: time 0.5 hour. Yields the product COC1=C(C(=O)N(C)C2=CC=C(C=C2)N2C(=O)CCC3=CC=CC=C23)C=CC(=C1)OC (1-{4-[N-(2,4-dimethoxybenzoyl)-N-methylamino]phenyl}-3,4-dihydrocarbostyril). Yield: 35.6%. Reaction SMILES: [CH3:1][O:2][C:3]1[CH:28]=[C:27]([O:29][CH3:30])[CH:26]=[CH:25][C:4]=1[C:5]([NH:7][C:8]1[CH:13]=[CH:12][C:11]([N:14]2[C:24]3[C:19](=[CH:20][CH:21]=[CH:22][CH:23]=3)[CH2:18][CH2:17][C:15]2=[O:16])=[CH:10][CH:9]=1)=[O:6].[H-].[Na+].[CH3:33]I>CN(C)C=O>[CH3:1][O:2][C:3]1[CH:28]=[C:27]([O:29][CH3:30])[CH:26]=[CH:25][C:4]=1[C:5]([N:7]([C:8]1[CH:13]=[CH:12][C:11]([N:14]2[C:24]3[C:19](=[CH:20][CH:21]=[CH:22][CH:23]=3)[CH2:18][CH2:17][C:15]2=[O:16])=[CH:10][CH:9]=1)[CH3:33])=[O:6] |f:1.2|. Reported procedure: To a solution of 1-[4-(2,4-dimethoxybenzoylamino)phenyl]-3,4-dihydrocarbostyril (0.19 g) in dimethylformamide (8 ml) is added with stirring 60% sodium hydride (0.02 g) under ice cooling. The mixture is stirred at room temperature for 0.5 hour and thereto is added a solution of methyl iodide (0.08 g) in dimethylformamide (6 ml). The mixture is stirred at room temperature for 3 hours. The solvent is distilled off under reduced pressure and water is added to the residue. The mixture is extracted wi... The reactants are C(C)(C)(C)OC([C@H]1N(C[C@H](C1)N=[N+]=[N-])C(=O)OC(C)(C)C)=O ((4S)-1-(tert-butyloxycarbonyl)-4-azido-L-proline tert-butyl ester), [H][H] (hydrogen). The reagents and catalysts are [Pd] (palladium-on-charcoal). The solvent is C(C)O (ethanol). Yields the product C(C)(C)(C)OC([C@H]1N(C[C@H](C1)N)C(=O)OC(C)(C)C)=O ((4S)-1-(tert-Butyloxycarbonyl)-4-amino-L-Proline tert-Butyl Ester). As a reaction SMILES: [C:1]([O:5][C:6](=[O:22])[C@@H:7]1[CH2:11][C@H:10]([N:12]=[N+]=[N-])[CH2:9][N:8]1[C:15]([O:17][C:18]([CH3:21])([CH3:20])[CH3:19])=[O:16])([CH3:4])([CH3:3])[CH3:2].[H][H]>C(O)C.[Pd]>[C:1]([O:5][C:6](=[O:22])[C@@H:7]1[CH2:11][C@H:10]([NH2:12])[CH2:9][N:8]1[C:15]([O:17][C:18]([CH3:21])([CH3:20])[CH3:19])=[O:16])([CH3:4])([CH3:3])[CH3:2]. Procedure: A solution (4S)-1-(tert-butyloxycarbonyl)-4-azido-L-proline tert-butyl ester (185 mg, 0.611 mmol) in 90% ethanol (15 mL) was hydrogenated in the presence of 10% palladium-on-charcoal (40 mg) under a balloon atmosphere of hydrogen gas for one hour. The catalyst was removed by filtration through Celite, the filter washed with methanol, and the combined filtrate and washings evaporated. The title compound was obtained as a colorless oil after drying under high vacuum; yield 145 mg (86%). The yield is 57.5%. Run at temperature 5 celsius, time 5 hour. As a reaction SMILES: [Si:1]([O:8][C@H:9]1[CH2:31][CH2:30][C@@:29]2([CH3:32])[C@@H:11]([CH2:12][CH2:13][C:14]3[C:15]4[C@:25]([CH3:33])([CH2:26][CH2:27][C:28]=32)[C@@H:18]([C@H:19]([CH3:24])[CH2:20][CH2:21][CH2:22][OH:23])[CH2:17][CH:16]=4)[C:10]1([CH3:35])[CH3:34])([C:4]([CH3:7])([CH3:6])[CH3:5])([CH3:3])[CH3:2].[C:36]1([CH3:46])[CH:41]=[CH:40][C:39]([S:42](Cl)(=[O:44])=[O:43])=[CH:38][CH:37]=1>N1C=CC=CC=1>[Si:1]([O:8][C@H:9]1[CH2:31][CH2:30][C@@:29]2([CH3:32])[C@@H:11]([CH2:12][CH2:13][C:14]3[C:15]4[C@:25]([CH3:33])([CH2:26][CH2:27][C:28]=32)[C@@H:18]([C@H:19]([CH3:24])[CH2:20][CH2:21][CH2:22][O:23][S:42]([C:39]2[CH:40]=[CH:41][C:36]([CH3:46])=[CH:37][CH:38]=2)(=[O:44])=[O:43])[CH2:17][CH:16]=4)[C:10]1([CH3:34])[CH3:35])([C:4]([CH3:7])([CH3:5])[CH3:6])([CH3:3])[CH3:2]. Product: [Si](C)(C)(C(C)(C)C)O[C@@H]1C([C@@H]2CCC=3C4=CC[C@H]([C@@H](CCCOS(=O)(=O)C5=CC=C(C=C5)C)C)[C@]4(CCC3[C@]2(CC1)C)C)(C)C (3β-tert-butyldimethylsilyloxy-4,4-dimethyl-24-p-toluenesulphonyloxy-5α-chola-8,14-diene). The solvent is N1=CC=CC=C1 (pyridine). Starting materials: [Si](C)(C)(C(C)(C)C)O[C@@H]1C([C@@H]2CCC=3C4=CC[C@H]([C@@H](CCCO)C)[C@]4(CCC3[C@]2(CC1)C)C)(C)C (3β-tert-Butyldimethylsilyloxy-4,4-dimethyl-5α-chola-8,14-dien-24-ol), C1(=CC=C(C=C1)S(=O)(=O)Cl)C (p-toluenesulphonyl chloride). Procedure: 3β-tert-Butyldimethylsilyloxy-4,4-dimethyl-5α-chola-8,14-dien-24-ol (4.0 g) is dissolved in 80 ml of dry pyridine at 0° C. 3.04 g of p-toluenesulphonyl chloride is added and the mixture is stirred at 5° C. for 20 hours and at room temperature for 5 hours. After aqueous work-up and crystallisation from methanol, 3.01 g of 3β-tert-butyldimethylsilyloxy-4,4-dimethyl-24-p-toluenesulphonyloxy-5α-chola-8,14-diene is obtained.